From a dataset of the Open Reaction Database (ORD), a public repository of structured organic reaction records. describe an organic reaction: reactants, conditions, products, and yield Reactants: CC(=O)OC(C)=O, CCOC(C)=O, Nc1ccc(SC2OC(CO)C(OC3OC(CO)C(O)C(O)C3O)C(O)C2O)cc1, O. Yields the product CC(=O)Nc1ccc(SC2OC(CO)C(OC3OC(CO)C(O)C(O)C3O)C(O)C2O)cc1. Reaction SMILES: [CH3:31][C:32](=[O:33])[O:34][C:35](=[O:36])[CH3:37].[CH3:38][CH2:39][O:40][C:41](=[O:42])[CH3:43].[CH:1]1([O:12][CH:13]2[CH:14]([OH:30])[CH:15]([OH:29])[CH:16]([S:17][c:18]3[cH:19][cH:20][c:21]([NH2:24])[cH:22][cH:23]3)[O:25][CH:26]2[CH2:27][OH:28])[CH:2]([OH:3])[CH:4]([OH:5])[CH:6]([OH:7])[CH:8]([CH2:10][OH:11])[O:9]1.[OH2:44]>>[CH:1]1([O:12][CH:13]2[CH:14]([OH:30])[CH:15]([OH:29])[CH:16]([S:17][c:18]3[cH:19][cH:20][c:21]([NH:24][C:32]([CH3:31])=[O:33])[cH:22][cH:23]3)[O:25][CH:26]2[CH2:27][OH:28])[CH:2]([OH:3])[CH:4]([OH:5])[CH:6]([OH:7])[CH:8]([CH2:10][OH:11])[O:9]1. Starting materials: O=C([O-])O, COc1cc(OCCO)c(F)c(C(Nc2ccc(C(N)=NC(=O)OCC(C)(C)C)cc2)c2nc(OCCl)n(-c3ncccn3)n2)c1, CC(C)OC(=O)C(C)(C)C(=O)O, [I-], [K+], [Na+], CN(C)C=O. Yields the product COc1cc(OCCO)c(F)c(C(Nc2ccc(C(N)=NC(=O)OCC(C)(C)C)cc2)c2nc(OCOC(=O)C(C)(C)C(=O)OC(C)C)n(-c3ncccn3)n2)c1. As a reaction SMILES: [C:47](=[O:48])([O-:49])[OH:50].[CH3:1][C:2]([CH2:3][O:4][C:5]([N:6]=[C:7]([c:8]1[cH:9][cH:10][c:11]([NH:14][CH:15]([c:16]2[c:17]([F:28])[c:18]([O:24][CH2:25][CH2:26][OH:27])[cH:19][c:20]([O:22][CH3:23])[cH:21]2)[c:29]2[n:30][n:31](-[c:37]3[n:38][cH:39][cH:40][cH:41][n:42]3)[c:32]([O:34][CH2:35][Cl:36])[n:33]2)[cH:12][cH:13]1)[NH2:43])=[O:44])([CH3:45])[CH3:46].[CH:54]([CH3:55])([CH3:56])[O:57][C:58]([C:59]([C:60](=[O:61])[OH:62])([CH3:63])[CH3:64])=[O:65].[I-:53].[K+:51].[Na+:52].[O:66]=[CH:67][N:68]([CH3:69])[CH3:70]>>[CH3:1][C:2]([CH2:3][O:4][C:5]([N:6]=[C:7]([c:8]1[cH:9][cH:10][c:11]([NH:14][CH:15]([c:16]2[c:17]([F:28])[c:18]([O:24][CH2:25][CH2:26][OH:27])[cH:19][c:20]([O:22][CH3:23])[cH:21]2)[c:29]2[n:30][n:31](-[c:37]3[n:38][cH:39][cH:40][cH:41][n:42]3)[c:32]([O:34][CH2:35][O:62][C:60]([C:59]([C:58]([O:57][CH:54]([CH3:55])[CH3:56])=[O:65])([CH3:63])[CH3:64])=[O:61])[n:33]2)[cH:12][cH:13]1)[NH2:43])=[O:44])([CH3:45])[CH3:46]. Reactants: ClC(C(Br)(F)F)(Br)F (1-chloro-1,2-dibromotrifluoroethane), ClC(C(Cl)(F)F)(Cl)F (1,1,2-trichlorotrifluoroethane), C(=C)(Cl)Cl (vinylidene chloride), S(=O)(=O)([O-])OOS(=O)(=O)[O-].[NH4+].[NH4+].C(=O)[O-].[Na+] (ammonium persulfate sodium formate). Solvent: CN(C)C=O (DMF). The product is BrC(C(CC(=O)O)(F)Cl)(F)F (4-bromo-3-chloro-3,4,4-trifluorobutanoic acid). RXN SMILES: [Cl:1][C:2]([F:8])(Br)[C:3]([F:6])([F:5])[Br:4].Cl[C:10](F)(Cl)C(F)(F)Cl.C(Cl)(Cl)=C.S(OOS([O-])(=O)=O)([O-])(=O)=O.[NH4+].[NH4+].[CH:33]([O-:35])=[O:34].[Na+]>CN(C=O)C>[Br:4][C:3]([F:6])([F:5])[C:2]([Cl:1])([F:8])[CH2:10][C:33]([OH:35])=[O:34] |f:3.4.5.6.7|. Procedure: A one pot reaction of 1-chloro-1,2-dibromotrifluoroethane (VI) or 1,1,2-trichlorotrifluoroethane (X) with vinylidene chloride in the presence of ammonium persulfate/sodium formate/air in DMF to give 4-bromo-3-chloro-3,4,4-trifluorobutanoic acid (VIII) or 3,4-dichloro-3,4,4-trifluorobutanoic add (XI). The reactants are FC1=C(N=C(N(C1=O)C)CC(=O)[O-])N1CCOCC1.[Na+] (sodium (5-fluoro-1-methyl-4-morpholin-4-yl-6-oxo-1,6-dihydropyrimidin-2-yl)acetate), C[C@@H]1NC2=CC=CC=C2C1 ((S)-2-methyl-2,3-dihydro-1H-indole). The product is eluent 98/02, FC=1C(N(C(=NC1N1CCOCC1)CC(=O)N1[C@H](CC2=CC=CC=C12)C)C)=O (5-fluoro-3-methyl-2-[2-((S)-2-methyl-2,3-dihydroindol-1-yl)-2-oxoethyl]-6-morpholin-4-yl-3H-pyrimidin-4-one). Isolated yield 51.7%. Reaction SMILES: [F:1][C:2]1[C:7](=[O:8])[N:6]([CH3:9])[C:5]([CH2:10][C:11]([O-:13])=O)=[N:4][C:3]=1[N:14]1[CH2:19][CH2:18][O:17][CH2:16][CH2:15]1.[Na+].[CH3:21][C@H:22]1[CH2:30][C:29]2[C:24](=[CH:25][CH:26]=[CH:27][CH:28]=2)[NH:23]1>>[F:1][C:2]1[C:7](=[O:8])[N:6]([CH3:9])[C:5]([CH2:10][C:11]([N:23]2[C:24]3[C:29](=[CH:28][CH:27]=[CH:26][CH:25]=3)[CH2:30][C@@H:22]2[CH3:21])=[O:13])=[N:4][C:3]=1[N:14]1[CH2:19][CH2:18][O:17][CH2:16][CH2:15]1 |f:0.1|. Procedure: The product is prepared by following the procedure described in example 1a (step 5a) using 88 mg of sodium (5-fluoro-1-methyl-4-morpholin-4-yl-6-oxo-1,6-dihydropyrimidin-2-yl)acetate described in step 2a and 40 mg of (S)-2-methyl-2,3-dihydro-1H-indole (which can be prepared according to Krasnov, V. P. et al. (Mendeleev Commun. (2002), 12(1), 27-28). After silica column purification: eluent 98/02 dichloromethane/methanol, 60 mg of 5-fluoro-3-methyl-2-[2-((S)-2-methyl-2,3-dihydroindol-1-yl)-2-oxoe... Run in ClCCl (dichloromethane). Starting materials: C([O-])(O)=O.[Na+] (sodium bicarbonate), C(C)O (Ethanol), C(C)(C)C1=NN(C(=C1)N1CC2=C(N=C(N=C2OC)C2=C3C(=CN(C3=CC=C2)S(=O)(=O)C2=CC=C(C)C=C2)C)CC1)C (6-(3-isopropyl-1-methyl-1H-pyrazol-5-yl)-4-methoxy-2-(3-methyl-1-tosyl-1H-indol-4-yl)-5,6,7,8-tetrahydropyrido[4,3-d]pyrimidine), Cl (hydrochloric acid). RXN SMILES: C(O)C.[CH:4]([C:7]1[CH:11]=[C:10]([N:12]2[CH2:43][CH2:42][C:15]3[N:16]=[C:17]([C:22]4[CH:30]=[CH:29][CH:28]=[C:27]5[C:23]=4[C:24]([CH3:41])=[CH:25][N:26]5[S:31]([C:34]4[CH:40]=[CH:39][C:37]([CH3:38])=[CH:36][CH:35]=4)(=[O:33])=[O:32])[N:18]=[C:19](OC)[C:14]=3[CH2:13]2)[N:9]([CH3:44])[N:8]=1)([CH3:6])[CH3:5].[ClH:45].C(=O)(O)[O-].[Na+]>ClCCl>[Cl:45][C:19]1[C:14]2[CH2:13][N:12]([C:10]3[N:9]([CH3:44])[N:8]=[C:7]([CH:4]([CH3:5])[CH3:6])[CH:11]=3)[CH2:43][CH2:42][C:15]=2[N:16]=[C:17]([C:22]2[CH:30]=[CH:29][CH:28]=[C:27]3[C:23]=2[C:24]([CH3:41])=[CH:25][N:26]3[S:31]([C:34]2[CH:35]=[CH:36][C:37]([CH3:38])=[CH:39][CH:40]=2)(=[O:32])=[O:33])[N:18]=1 |f:3.4|. Reported procedure: Ethanol (1.8 mL) was added to 6-(3-isopropyl-1-methyl-1H-pyrazol-5-yl)-4-methoxy-2-(3-methyl-1-tosyl-1H-indol-4-yl)-5,6,7,8-tetrahydropyrido[4,3-d]pyrimidine (195 mg, 0.342 mmol) followed by 12 N aqueous hydrochloric acid (1.8 mL, 21.8 mmol). The mixture was then heated to 87° C. for ca. 15 hours. The mixture was then cooled to room temperature, diluted with dichloromethane, and slowly neutralized with saturated aqueous sodium bicarbonate. The resulting layers were separated and the aqueous laye... Product: ClC=1C2=C(N=C(N1)C1=C3C(=CN(C3=CC=C1)S(=O)(=O)C1=CC=C(C)C=C1)C)CCN(C2)C2=CC(=NN2C)C(C)C (4-chloro-6-(3-isopropyl-1-methyl-1H-pyrazol-5-yl)-2-(3-methyl-1-tosyl-1H-indol-4-yl)-5,6,7,8-tetrahydropyrido[4,3-d]pyrimidine). Conditions: temperature 87 celsius. As a reaction SMILES: Br[C:2]1[N:3]=[C:4]2[N:11]([CH2:12][CH2:13][N:14]3[CH2:19][CH2:18][O:17][CH2:16][CH2:15]3)[CH2:10][C:9](=[O:20])[NH:8][C:5]2=[N:6][CH:7]=1.C[Sn](C)(C)[C:23]1[CH:24]=[CH:25][C:26]([C:29]([OH:32])([CH3:31])[CH3:30])=[N:27][CH:28]=1>CN(C)C=O.C1C=CC(P(C2C=CC=CC=2)[C-]2C=CC=C2)=CC=1.C1C=CC(P(C2C=CC=CC=2)[C-]2C=CC=C2)=CC=1.Cl[Pd]Cl.[Fe+2]>[OH:32][C:29]([C:26]1[N:27]=[CH:28][C:23]([C:2]2[N:3]=[C:4]3[N:11]([CH2:12][CH2:13][N:14]4[CH2:19][CH2:18][O:17][CH2:16][CH2:15]4)[CH2:10][C:9](=[O:20])[NH:8][C:5]3=[N:6][CH:7]=2)=[CH:24][CH:25]=1)([CH3:31])[CH3:30] |f:3.4.5.6|. Reactants: BrC=1N=C2C(=NC1)NC(CN2CCN2CCOCC2)=O (6-Bromo-4-(2-morpholinoethyl)-3,4-dihydropyrazino[2,3-b]pyrazin-2(1H)-one), C[Sn](C=1C=CC(=NC1)C(C)(C)O)(C)C (2-(5-(trimethylstannyl)pyridin-2-yl)propan-2-ol). Reagents/catalysts: C1=CC=C(C=C1)P([C-]2C=CC=C2)C3=CC=CC=C3.C1=CC=C(C=C1)P([C-]2C=CC=C2)C3=CC=CC=C3.Cl[Pd]Cl.[Fe+2] (dichloro[1,1′-bis(diphenylphosphino)ferrocene]palladium). Reported procedure: 6-Bromo-4-(2-morpholinoethyl)-3,4-dihydropyrazino[2,3-b]pyrazin-2(1H)-one (0.228 g, 0.666 mmol) and 2-(5-(trimethylstannyl)pyridin-2-yl)propan-2-ol (0.220 g, 0.733 mmol) were combined in dimethylformamide (3 mL). Solution was purged with nitrogen gas followed by the addition of dichloro[1,1′-bis(diphenylphosphino)ferrocene]palladium (II) dichloromethane (0.109 g, 0.133 mmol). Solution was heated to 100° C. for 2 h. Solution was condensed under reduced pressure and the resulting oil purified via ... Product: OC(C)(C)C1=CC=C(C=N1)C=1N=C2C(=NC1)NC(CN2CCN2CCOCC2)=O (6-(6-(2-Hydroxypropan-2-yl)pyridin-3-yl)-4-(2-morpholinoethyl)-3,4-dihydropyrazino[2,3-b]pyrazin-2(1H)-one). The yield is 27.0%. Conditions: temperature 100 celsius. The solvent is CN(C=O)C (dimethylformamide). RXN SMILES: [Cl:1][C:2]([CH2:3][O:4][C:5](=[O:6])[Cl:7])([Cl:8])[Cl:9].[Cl:29][CH2:30][Cl:31].[N+:10](=[O:11])([O-:12])[c:13]1[cH:14][c:15]([NH2:22])[c:16]([C:17](=[O:18])[OH:19])[cH:20][cH:21]1.[cH:23]1[cH:24][cH:25][n:26][cH:27][cH:28]1>>[Cl:1][C:2]([CH2:3][O:4][C:5](=[O:6])[NH:22][c:15]1[cH:14][c:13]([N+:10](=[O:11])[O-:12])[cH:21][cH:20][c:16]1[C:17](=[O:18])[OH:19])([Cl:8])[Cl:9]. Yields the product O=C(Nc1cc([N+](=O)[O-])ccc1C(=O)O)OCC(Cl)(Cl)Cl. Reactants: O=C(Cl)OCC(Cl)(Cl)Cl, ClCCl, Nc1cc([N+](=O)[O-])ccc1C(=O)O, c1ccncc1. Reaction SMILES: [CH3:40][N:41]([c:42]1[cH:43][cH:44][cH:45][cH:46][n:47]1)[CH3:48].[CH4:39].[Cl:49][CH2:50][Cl:51].[NH2:1][CH2:2][CH2:3][CH2:4][NH:5][C:6](=[O:7])[CH:8]1[NH:9][CH:10]([CH2:29][C:30]([CH3:31])([CH3:32])[CH3:33])[C:11]([C:20]#[N:21])([c:22]2[cH:23][cH:24][c:25]([Cl:28])[cH:26][cH:27]2)[CH:12]1[c:13]1[cH:14][c:15]([Cl:19])[cH:16][cH:17][cH:18]1.[S:34](=[O:35])(=[O:36])([Cl:37])[Cl:38]>>[NH:1]([CH2:2][CH2:3][CH2:4][NH:5][C:6](=[O:7])[CH:8]1[NH:9][CH:10]([CH2:29][C:30]([CH3:31])([CH3:32])[CH3:33])[C:11]([C:20]#[N:21])([c:22]2[cH:23][cH:24][c:25]([Cl:28])[cH:26][cH:27]2)[CH:12]1[c:13]1[cH:14][c:15]([Cl:19])[cH:16][cH:17][cH:18]1)[S:34](=[O:35])(=[O:36])[CH3:40]. The product is CC(C)(C)CC1NC(C(=O)NCCCNS(C)(=O)=O)C(c2cccc(Cl)c2)C1(C#N)c1ccc(Cl)cc1. The reactants are CN(C)c1ccccn1, C, ClCCl, CC(C)(C)CC1NC(C(=O)NCCCN)C(c2cccc(Cl)c2)C1(C#N)c1ccc(Cl)cc1, O=S(=O)(Cl)Cl. The reactants are BrCCCCOC=1C=C2CCC(NC2=CC1)=O (6-(4-bromo-butoxy)-3,4-dihydro-carbostyril), C(C)(C)(C)C1=CC=C(C=C1)S (4-tert. butyl-thiophenol). Product: C(C)(C)(C)C1=CC=C(C=C1)SCCCCOC=1C=C2CCC(NC2=CC1)=O (6-[4-(4-tert. Butylphenyl-mercapto)-butoxy]-3,4-dihydro-carbostyril). Reaction SMILES: Br[CH2:2][CH2:3][CH2:4][CH2:5][O:6][C:7]1[CH:8]=[C:9]2[C:14](=[CH:15][CH:16]=1)[NH:13][C:12](=[O:17])[CH2:11][CH2:10]2.[C:18]([C:22]1[CH:27]=[CH:26][C:25]([SH:28])=[CH:24][CH:23]=1)([CH3:21])([CH3:20])[CH3:19]>>[C:18]([C:22]1[CH:23]=[CH:24][C:25]([S:28][CH2:2][CH2:3][CH2:4][CH2:5][O:6][C:7]2[CH:8]=[C:9]3[C:14](=[CH:15][CH:16]=2)[NH:13][C:12](=[O:17])[CH2:11][CH2:10]3)=[CH:26][CH:27]=1)([CH3:21])([CH3:19])[CH3:20]. Procedure: Prepared analogous to Example 122 from 6-(4-bromo-butoxy)-3,4-dihydro-carbostyril (m.p. 142°-147° C.) and 4-tert. butyl-thiophenol.